Dataset: the Open Reaction Database (ORD), a public repository of structured organic reaction records. Task: describe an organic reaction: reactants, conditions, products, and yield The reactants are CCOC(=O)CCC(NC(=O)c1ccc(N)cc1)C(=O)OCC, Clc1ncccn1, CN(C)C=O. The product is CCOC(=O)CCC(NC(=O)c1ccc(Nc2ncccn2)cc1)C(=O)OCC. Reaction SMILES: [CH2:8]([CH3:9])[O:10][C:11]([CH:12]([NH:13][C:14]([c:15]1[cH:16][cH:17][c:18]([NH2:21])[cH:19][cH:20]1)=[O:22])[CH2:23][CH2:24][C:25](=[O:26])[O:27][CH2:28][CH3:29])=[O:30].[Cl:1][c:2]1[n:3][cH:4][cH:5][cH:6][n:7]1.[O:31]=[CH:32][N:33]([CH3:34])[CH3:35]>>[c:2]1([NH:21][c:18]2[cH:17][cH:16][c:15]([C:14]([NH:13][CH:12]([C:11]([O:10][CH2:8][CH3:9])=[O:30])[CH2:23][CH2:24][C:25](=[O:26])[O:27][CH2:28][CH3:29])=[O:22])[cH:20][cH:19]2)[n:3][cH:4][cH:5][cH:6][n:7]1. Starting materials: O=C(O)c1cn(C2CC2)c2c(F)c(F)c(F)c(F)c2c1=O, FCC1CNCCN1, C1COCCO1. RXN SMILES: [CH:1]1([n:4]2[cH:5][c:6]([C:19](=[O:20])[OH:21])[c:7](=[O:18])[c:8]3[c:9]([F:17])[c:10]([F:16])[c:11]([F:15])[c:12]([F:14])[c:13]23)[CH2:2][CH2:3]1.[F:22][CH2:23][CH:24]1[NH:25][CH2:26][CH2:27][NH:28][CH2:29]1.[O:30]1[CH2:31][CH2:32][O:33][CH2:34][CH2:35]1>>[CH:1]1([n:4]2[cH:5][c:6]([C:19](=[O:20])[OH:21])[c:7](=[O:18])[c:8]3[c:9]([F:17])[c:10]([F:16])[c:11]([N:28]4[CH2:27][CH2:26][NH:25][CH:24]([CH2:23][F:22])[CH2:29]4)[c:12]([F:14])[c:13]23)[CH2:2][CH2:3]1. Product: O=C(O)c1cn(C2CC2)c2c(F)c(N3CCNC(CF)C3)c(F)c(F)c2c1=O. The reactants are C=CCCOc1cccnc1Br, CC(=O)[O-], CC(=O)[O-], CC[N+](CC)(CC)CC, CC(=O)[O-], [Cl-], [K+], O, [Pd+2], c1ccc(P(c2ccccc2)c2ccccc2)cc1. Yields the product C=C1CCOc2cccnc21. RXN SMILES: [Br:1][c:2]1[n:3][cH:4][cH:5][cH:6][c:7]1[O:8][CH2:9][CH2:10][CH:11]=[CH2:12].[C:48]([O-:49])(=[O:50])[CH3:51].[C:53]([O-:54])(=[O:55])[CH3:56].[CH2:39]([N+:40]([CH2:41][CH3:42])([CH2:43][CH3:44])[CH2:45][CH3:46])[CH3:47].[CH3:33][C:34](=[O:35])[O-:36].[Cl-:38].[K+:32].[OH2:37].[Pd+2:52].[c:13]1([P:14]([c:15]2[cH:16][cH:17][cH:18][cH:19][cH:20]2)[c:21]2[cH:22][cH:23][cH:24][cH:25][cH:26]2)[cH:27][cH:28][cH:29][cH:30][cH:31]1>>[c:2]12[n:3][cH:4][cH:5][cH:6][c:7]1[O:8][CH2:9][CH2:10][C:11]2=[CH2:12]. Reactants: CC(C)(C)[O-].[Na+] (NaOtBu), BrC1=CC=C(CC2N(CCC3=CC(=CC=C23)OCC2=CC=CC=C2)C2=CC=C(C=C2)F)C=C1 (1-(4-Bromobenzyl)-6-phenylmethoxy-2-(4-fluorophenyl)-1,2,3,4-tetrahydroisoquinoline), N1CCCCC1 (piperidine), C1(=CC=CC=C1)C (toluene). The reagents and catalysts are C=1C=CC(=CC1)/C=C/C(=O)/C=C/C2=CC=CC=C2.C=1C=CC(=CC1)/C=C/C(=O)/C=C/C2=CC=CC=C2.[Pd] (Pd(dba)2), CC1=C(C=CC=C1)P(C2=C(C=CC=C2)C)C3=C(C=CC=C3)C (P(o-tolyl)3). The solvent is [Cl-].[Na+].O (brine), C(C)OCC (ethyl ether). Product: N1(CCCCC1)C1=CC=C(CC2N(CCC3=CC(=CC=C23)OCC2=CC=CC=C2)C2=CC=C(C=C2)F)C=C1 (1-{4-(N-Piperidyl)benzyl}-2-(4-fluorophenyl}-6-phenylmethoxy-1,2,3,4-tetrahydroisoquinoline). The yield is 49.3%. As a reaction SMILES: Br[C:2]1[CH:33]=[CH:32][C:5]([CH2:6][CH:7]2[C:16]3[C:11](=[CH:12][C:13]([O:17][CH2:18][C:19]4[CH:24]=[CH:23][CH:22]=[CH:21][CH:20]=4)=[CH:14][CH:15]=3)[CH2:10][CH2:9][N:8]2[C:25]2[CH:30]=[CH:29][C:28]([F:31])=[CH:27][CH:26]=2)=[CH:4][CH:3]=1.[NH:34]1[CH2:39][CH2:38][CH2:37][CH2:36][CH2:35]1.C1(C)C=CC=CC=1.CC([O-])(C)C.[Na+]>[Cl-].[Na+].O.C1C=CC(/C=C/C(/C=C/C2C=CC=CC=2)=O)=CC=1.C1C=CC(/C=C/C(/C=C/C2C=CC=CC=2)=O)=CC=1.[Pd].CC1C=CC=CC=1P(C1C=CC=CC=1C)C1C=CC=CC=1C.C(OCC)C>[N:34]1([C:2]2[CH:33]=[CH:32][C:5]([CH2:6][CH:7]3[C:16]4[C:11](=[CH:12][C:13]([O:17][CH2:18][C:19]5[CH:24]=[CH:23][CH:22]=[CH:21][CH:20]=5)=[CH:14][CH:15]=4)[CH2:10][CH2:9][N:8]3[C:25]3[CH:30]=[CH:29][C:28]([F:31])=[CH:27][CH:26]=3)=[CH:4][CH:3]=2)[CH2:39][CH2:38][CH2:37][CH2:36][CH2:35]1 |f:3.4,5.6.7,8.9.10|. Procedure: 1-(4-Bromobenzyl)-6-phenylmethoxy-2-(4-fluorophenyl)-1,2,3,4-tetrahydroisoquinoline (0.82 g, 1.6 mmol) and piperidine (0.17 g, 1.96 mmol) are placed in a 100 ml round bottom flask containing anh. toluene (50 mL) under nitrogen. NaOtBu (0.22 g, 2.3 mmol), Pd(dba)2 (0.029 g, 2 mol %) and P(o-tolyl)3 (0.02 g, 6 mol %) are added, and the mixture heated to reflux overnight. The reaction is cooled to RT and treated with brine and ethyl ether. The organic layer is dried over MgSO4 and purified by colum... Reactants: CO (MeOH), FC1=NC=CC=C1C1=C2N=CN(C2=NC(=N1)C)C1OCCCC1 (6-(2-fluoropyridin-3-yl)-2-methyl-9-(tetrahydro-2H-pyran-2-yl)-9H-purine), NC1=CC=C(C=C1)NC(=O)C1CC1 (N-(4-aminophenyl)cyclopropanecarboxamide), C[Si](C)(C)N[Si](C)(C)C.[Li] (lithium bis(trimethylsilyl)amine). Run in C(Cl)Cl (DCM), C1CCOC1 (THF). Reaction conditions: temperature 0 celsius, time 1 hour. Product: CC1=NC(=C2N=CN(C2=N1)C1OCCCC1)C=1C(=NC=CC1)NC1=CC=C(C=C1)NC(=O)C1CC1 (N-(4-(3-(2-methyl-9-(tetrahydro-2H-pyran-2-yl)-9H-purin-6-yl)pyridin-2-ylamino)phenyl)cyclopropanecarboxamide). Isolated yield 60.2%. Reaction SMILES: F[C:2]1[C:7]([C:8]2[N:16]=[C:15]([CH3:17])[N:14]=[C:13]3[C:9]=2[N:10]=[CH:11][N:12]3[CH:18]2[CH2:23][CH2:22][CH2:21][CH2:20][O:19]2)=[CH:6][CH:5]=[CH:4][N:3]=1.[NH2:24][C:25]1[CH:30]=[CH:29][C:28]([NH:31][C:32]([CH:34]2[CH2:36][CH2:35]2)=[O:33])=[CH:27][CH:26]=1.C[Si](N[Si](C)(C)C)(C)C.[Li].CO>C1COCC1.C(Cl)Cl>[CH3:17][C:15]1[N:14]=[C:13]2[C:9]([N:10]=[CH:11][N:12]2[CH:18]2[CH2:23][CH2:22][CH2:21][CH2:20][O:19]2)=[C:8]([C:7]2[C:2]([NH:24][C:25]3[CH:26]=[CH:27][C:28]([NH:31][C:32]([CH:34]4[CH2:35][CH2:36]4)=[O:33])=[CH:29][CH:30]=3)=[N:3][CH:4]=[CH:5][CH:6]=2)[N:16]=1 |f:2.3,^1:45|. Procedure details: A glass microwave reaction vessel was charged with 6-(2-fluoropyridin-3-yl)-2-methyl-9-(tetrahydro-2H-pyran-2-yl)-9H-purine (100 mg, 0.319 mmol) and N-(4-aminophenyl)cyclopropanecarboxamide (56.2 mg, 0.319 mmol, Enamine Ltd, Ukraine) in THF (5 mL), argon was bubbled through for 2 min, and the tube was sealed. The reaction mixture was cooled to 0° C. and lithium bis(trimethylsilyl)amine (1 N in THF, 1 mL, 1 mmol) was added dropwise. The red solution was stirred at 0° C. for 1 h and then warmed to...